This data is from the Open Reaction Database (ORD), a public repository of structured organic reaction records. The task is: describe an organic reaction: reactants, conditions, products, and yield Reactants: C(C1=CC=CC=C1)N1CCCCC1 (N-benzyl-piperidine), C1(=CC=CC=C1)S(=O)(=O)C=1C(=NN2C1N=C(C=C2Cl)C)SC (3-benzenesulphonyl-7-chloro-5-methyl-2-methylsulphanyl-pyrazolo[1,5-a]pyrimidine), CN(C)C=O (DMF). Reaction conditions: time 2 hour. Product: C1(=CC=CC=C1)S(=O)(=O)C=1C(=NN2C1N=C(C=C2N2CCN(CC2)CC2=CC=CC=C2)C)SC (3-benzenesulphonyl-7-(4-benzyl-piperazin-1-yl)-5-methyl-2-methylsulphanyl-pyrazolo[1,5-a]pyrimidine). The yield is 73.0%. RXN SMILES: [CH2:1]([N:8]1[CH2:13][CH2:12]C[CH2:10][CH2:9]1)[C:2]1[CH:7]=[CH:6][CH:5]=[CH:4][CH:3]=1.[C:14]1([S:20]([C:23]2[C:24]([S:34][CH3:35])=[N:25][N:26]3[C:31](Cl)=[CH:30][C:29]([CH3:33])=[N:28][C:27]=23)(=[O:22])=[O:21])[CH:19]=[CH:18][CH:17]=[CH:16][CH:15]=1.C[N:37](C=O)C>>[C:14]1([S:20]([C:23]2[C:24]([S:34][CH3:35])=[N:25][N:26]3[C:31]([N:37]4[CH2:10][CH2:9][N:8]([CH2:1][C:2]5[CH:3]=[CH:4][CH:5]=[CH:6][CH:7]=5)[CH2:13][CH2:12]4)=[CH:30][C:29]([CH3:33])=[N:28][C:27]=23)(=[O:22])=[O:21])[CH:19]=[CH:18][CH:17]=[CH:16][CH:15]=1. Procedure details: 0.35 g (2 mmol) of N-benzyl-piperidine was added to a solution of 0.35 g (1 mmol) of 3-benzenesulphonyl-7-chloro-5-methyl-2-methylsulphanyl-pyrazolo[1,5-a]pyrimidine in 5 ml of DMF and stirred at 60° for 2 hrs. The reaction solution was cooled to RT and evaporated in a high vacuum. The residue was partitioned between 2N NaOH and CH2Cl2. The aqueous phase was extracted three times with CH2Cl2, and the combined organic phases were dried (MgSO4), filtered and evaporated. Subsequent chromatography (... Starting materials: Cc1nn(C)cc1-n1c(=O)n(C)c2cnc3ccc(-c4cnc5[nH]ccc5c4)cc3c21, O=C(O)C(F)(F)F, [H-], CI, [Na+], CN(C)C=O. The product is Cc1nn(C)cc1-n1c(=O)n(C)c2cnc3ccc(-c4cnc5c(ccn5C)c4)cc3c21. Reaction SMILES: [CH3:1][n:2]1[n:3][c:4]([CH3:31])[c:5](-[n:7]2[c:8](=[O:30])[n:9]([CH3:29])[c:10]3[cH:11][n:12][c:13]4[cH:14][cH:15][c:16](-[c:20]5[cH:21][c:22]6[c:23]([n:24][cH:25]5)[nH:26][cH:27][cH:28]6)[cH:17][c:18]4[c:19]23)[cH:6]1.[F:41][C:42]([F:43])([F:44])[C:45]([OH:46])=[O:47].[H-:33].[I:34][CH3:35].[Na+:32].[O:36]=[CH:37][N:38]([CH3:39])[CH3:40]>>[CH3:1][n:2]1[n:3][c:4]([CH3:31])[c:5](-[n:7]2[c:8](=[O:30])[n:9]([CH3:29])[c:10]3[cH:11][n:12][c:13]4[cH:14][cH:15][c:16](-[c:20]5[cH:21][c:22]6[c:23]([n:24][cH:25]5)[n:26]([CH3:35])[cH:27][cH:28]6)[cH:17][c:18]4[c:19]23)[cH:6]1.